From a dataset of the Open Reaction Database (ORD), a public repository of structured organic reaction records. describe an organic reaction: reactants, conditions, products, and yield The reactants are COC(C1=C(C=CC(=C1)C#N)CN(C(C)C1=NC=CC=C1)CC1=NC=CC=C1C)=O (5-cyano-2-{[(3-methyl-pyridin-2-ylmethyl)-(1-pyridin-2-yl-ethyl)-amino]-methyl}-benzoic acid methyl ester), [H-].[H-].[H-].[H-].[Li+].[Al+3] (LiAlH4), C(=O)([O-])C(O)C(O)C(=O)[O-] (Tartrate). Run in C1CCOC1 (THF), C1CCOC1 (THF). Reaction conditions: time 2 hour. Yields the product NCC=1C=CC(=C(C1)CO)CN(C(C)C1=NC=CC=C1)CC1=NC=CC=C1C ((5-aminomethyl-2-{[(3-methyl-pyridin-2-ylmethyl)-(1-pyridin-2-yl-ethyl)-amino]-methyl}-phenyl)-methanol). Yield: 9.1%. RXN SMILES: C[O:2][C:3](=O)[C:4]1[CH:9]=[C:8]([C:10]#[N:11])[CH:7]=[CH:6][C:5]=1[CH2:12][N:13]([CH2:22][C:23]1[C:28]([CH3:29])=[CH:27][CH:26]=[CH:25][N:24]=1)[CH:14]([C:16]1[CH:21]=[CH:20][CH:19]=[CH:18][N:17]=1)[CH3:15].[H-].[H-].[H-].[H-].[Li+].[Al+3].C(C(C(C([O-])=O)O)O)([O-])=O>C1COCC1>[NH2:11][CH2:10][C:8]1[CH:7]=[CH:6][C:5]([CH2:12][N:13]([CH2:22][C:23]2[C:28]([CH3:29])=[CH:27][CH:26]=[CH:25][N:24]=2)[CH:14]([C:16]2[CH:21]=[CH:20][CH:19]=[CH:18][N:17]=2)[CH3:15])=[C:4]([CH2:3][OH:2])[CH:9]=1 |f:1.2.3.4.5.6|. Procedure details: To a solution of 5-cyano-2-{[(3-methyl-pyridin-2-ylmethyl)-(1-pyridin-2-yl-ethyl)-amino]-methyl}-benzoic acid methyl ester (0.88 g, 2.2 mmol) in dry THF (11 mL) under Ar at 0° C. was slowly added 1.0 M LiAlH4 in THF (22 mL, 22.0 mmol). The reaction was stirred at room temperature for 2 hours, then cooled to 0° C. Saturated aqueous KNa Tartrate (Rochelle's salt, 30 mL) was slowly added, and the phases were separated. The aqueous phase was extracted with THF (1×35 mL), and the organic extract was ... Starting materials: Br, COc1cc(-c2cc(C)nn2-c2cccc(C)c2)ccn1, CC(=O)O, [NH4+], [OH-], O. Product: Cc1cccc(-n2nc(C)cc2-c2cc[nH]c(=O)c2)c1. RXN SMILES: [BrH:22].[CH3:1][O:2][c:3]1[n:4][cH:5][cH:6][c:7](-[c:9]2[cH:10][c:11]([CH3:21])[n:12][n:13]2-[c:14]2[cH:15][c:16]([CH3:20])[cH:17][cH:18][cH:19]2)[cH:8]1.[CH3:26][C:27](=[O:28])[OH:29].[NH4+:24].[OH-:25].[OH2:23]>>[O:2]=[c:3]1[nH:4][cH:5][cH:6][c:7](-[c:9]2[cH:10][c:11]([CH3:21])[n:12][n:13]2-[c:14]2[cH:15][c:16]([CH3:20])[cH:17][cH:18][cH:19]2)[cH:8]1. Isolated yield 52.9%. RXN SMILES: [C:1]1([CH2:7][CH2:8][CH2:9][CH:10]2[C:14]3[NH:15][C:16]([C:18]([O:20]CC)=[O:19])=[CH:17][C:13]=3[CH2:12][CH2:11]2)[CH:6]=[CH:5][CH:4]=[CH:3][CH:2]=1.[OH-].[Na+]>>[C:1]1([CH2:7][CH2:8][CH2:9][CH:10]2[C:14]3[NH:15][C:16]([C:18]([OH:20])=[O:19])=[CH:17][C:13]=3[CH2:12][CH2:11]2)[CH:6]=[CH:5][CH:4]=[CH:3][CH:2]=1 |f:1.2|. The reactants are C1(=CC=CC=C1)CCCC1CCC2=C1NC(=C2)C(=O)OCC (ethyl 6-(3-phenylpropyl)-1,4,5,6-tetrahydrocyclopenta[b]pyrrole-2-carboxylate), [OH-].[Na+] (sodium hydroxide). Procedure details: The title compound was synthesized from ethyl 6-(3-phenylpropyl)-1,4,5,6-tetrahydrocyclopenta[b]pyrrole-2-carboxylate (42.1 mg, 0.17 mmol, 1 equiv) and sodium hydroxide (0.42 mL, 10 M, 25 equiv), according to General Procedure 7. The resulting product was purified by preparative HPLC using the Chromeleon purification system. A 0.1% formic acid/1% acetonitrile mixture in water (aqueous phase) and methanol (no modifier added—organic phase) using a 50 mm Dynamax HPLC C-18 column at 28 mL/min (initi... Yields the product C1(=CC=CC=C1)CCCC1CCC2=C1NC(=C2)C(=O)O (6-(3-phenylpropyl)-1,4,5,6-tetrahydrocyclopenta[b]pyrrole-2-carboxylic acid). The reactants are NC1=CC(=NN1CC1=CC=CC=C1)C=1OC(=CC1)CO (5-amino-1-benzyl-3-(5-hydroxymethyl-2-furyl)pyrazole), [Na].O.C(CC=O)=O (malonaldehyde hydrate sodium salt), FC(C(=O)O)(F)F (trifluoroacetic acid). Solvent: O1CCOCC1 (dioxane). Product: C(C1=CC=CC=C1)N1N=C(C=2C1=NC=CC2)C=2OC(=CC2)CO (1-Benzyl-3-(5-hydroxymethyl-2-furyl)-1-H-pyrazolo[3,4-b]pyridine). As a reaction SMILES: [NH2:1][C:2]1[N:6]([CH2:7][C:8]2[CH:13]=[CH:12][CH:11]=[CH:10][CH:9]=2)[N:5]=[C:4]([C:14]2[O:15][C:16]([CH2:19][OH:20])=[CH:17][CH:18]=2)[CH:3]=1.[Na].O.[CH:23](=O)[CH2:24][CH:25]=O.FC(F)(F)C(O)=O>O1CCOCC1>[CH2:7]([N:6]1[C:2]2=[N:1][CH:23]=[CH:24][CH:25]=[C:3]2[C:4]([C:14]2[O:15][C:16]([CH2:19][OH:20])=[CH:17][CH:18]=2)=[N:5]1)[C:8]1[CH:9]=[CH:10][CH:11]=[CH:12][CH:13]=1 |f:1.2.3,^1:20|. Reported procedure: 2.69 g (10 mmol) of 5-amino-1-benzyl-3-(5-hydroxymethyl-2-furyl)pyrazole and 1.4 g of malonaldehyde hydrate sodium salt are stirred at 100° C. for 30 min in 100 ml of dioxane and slowly treated with 1.9 ml of trifluoroacetic acid during the course of 5.5 hours. The mixture is evaporated in vacuo, the residue is taken up in ethyl acetate, the mixture is extracted by shaking with K2HPO4 solution, and the organic phase is dried using Na2SO4 and concentrated in vacuo in a rotary evaporator. The resi... Starting materials: CSC(NC(C[C@H](C)O[Si](C1=CC=CC=C1)(C1=CC=CC=C1)C(C)(C)C)=O)=NC1=CC(=C(C=C1)F)C(F)(F)F (N-[(3S)-3-[[(1,1-Dimethylethyl)diphenylsilyl]oxy]-1-oxobutyl]-N′-[4-fluoro-3-(trifluoromethyl)phenyl]-carbamimidothioic acid methyl ester), N(N)C1=CC(=NC=C1)C (4-hydrazino-2-methylpyridine), intermediate. The reagents and catalysts are [Hg](Cl)Cl (Mercury(II) chloride). Solvent: CN(C)C=O (DMF). Reaction conditions: temperature 80 celsius. The product is CC(C)(C)[Si](O[C@H](CC1=NC(=NN1C1=CC(=NC=C1)C)NC1=CC(=C(C=C1)F)C(F)(F)F)C)(C1=CC=CC=C1)C1=CC=CC=C1 (5-[(2S)-2-[[(1,1-Dimethylethyl)diphenylsilyl]oxy]propyl]-N-[4-fluoro-3-(trifluoromethyl)phenyl]-1-(2-methyl-4-pyridinyl)-1H-1,2,4-triazol-3-amine). RXN SMILES: CS[C:3](=[N:28][C:29]1[CH:34]=[CH:33][C:32]([F:35])=[C:31]([C:36]([F:39])([F:38])[F:37])[CH:30]=1)[NH:4][C:5](=O)[CH2:6][C@@H:7]([O:9][Si:10]([C:23]([CH3:26])([CH3:25])[CH3:24])([C:17]1[CH:22]=[CH:21][CH:20]=[CH:19][CH:18]=1)[C:11]1[CH:16]=[CH:15][CH:14]=[CH:13][CH:12]=1)[CH3:8].[NH:40]([C:42]1[CH:47]=[CH:46][N:45]=[C:44]([CH3:48])[CH:43]=1)[NH2:41]>CN(C=O)C.[Hg](Cl)Cl>[CH3:24][C:23]([Si:10]([C:17]1[CH:18]=[CH:19][CH:20]=[CH:21][CH:22]=1)([C:11]1[CH:16]=[CH:15][CH:14]=[CH:13][CH:12]=1)[O:9][C@@H:7]([CH3:8])[CH2:6][C:5]1[N:40]([C:42]2[CH:47]=[CH:46][N:45]=[C:44]([CH3:48])[CH:43]=2)[N:41]=[C:3]([NH:28][C:29]2[CH:34]=[CH:33][C:32]([F:35])=[C:31]([C:36]([F:38])([F:37])[F:39])[CH:30]=2)[N:4]=1)([CH3:26])[CH3:25]. Procedure details: Mercury(II) chloride (1.8 g, 6.5 mmol) was added to a stirred solution of intermediate D9 (prepared according to Description 9) (3.8 g, 6.5 mmol) and 4-hydrazino-2-methylpyridine (0.8 g, 6.5 mmol) in DMF (65 mL) at room temperature. The reaction mixture was heated at 80° C. for 140 min. The cooled reaction mixture was poured onto ice and the precipitated product was collected by filtration to give a yellow semi-solid. Yield: 4.2 g of intermediate D14 (101.2%). The reactants are CCN(CC)c1ncc(NCS(=O)(=O)c2ccc(F)cc2)c(NC(Cc2ccc(OC(=O)N(C)C)cc2)C(=O)OC(C)(C)C)n1, COS(=O)(=O)OC, CC(C)=O, [K+], [K+], O=C([O-])[O-]. Product: CCN(CC)c1ncc(NCS(=O)(=O)c2ccc(F)cc2)c(NC(Cc2ccc(OC(=O)N(C)C)cc2)C(=O)O)n1. As a reaction SMILES: [C:1]([CH3:2])([CH3:3])([CH3:4])[O:5][C:6]([CH:7]([CH2:8][c:9]1[cH:10][cH:11][c:12]([O:15][C:16]([N:17]([CH3:18])[CH3:19])=[O:20])[cH:13][cH:14]1)[NH:21][c:22]1[n:23][c:24]([N:40]([CH2:41][CH3:42])[CH2:43][CH3:44])[n:25][cH:26][c:27]1[NH:28][CH2:29][S:30](=[O:31])(=[O:32])[c:33]1[cH:34][cH:35][c:36]([F:39])[cH:37][cH:38]1)=[O:45].[CH3:52][O:53][S:54]([O:55][CH3:56])(=[O:57])=[O:58].[CH3:59][C:60](=[O:61])[CH3:62].[K+:46].[K+:47].[O-:48][C:49]([O-:50])=[O:51]>>[O:5]=[C:6]([CH:7]([CH2:8][c:9]1[cH:10][cH:11][c:12]([O:15][C:16]([N:17]([CH3:18])[CH3:19])=[O:20])[cH:13][cH:14]1)[NH:21][c:22]1[n:23][c:24]([N:40]([CH2:41][CH3:42])[CH2:43][CH3:44])[n:25][cH:26][c:27]1[NH:28][CH2:29][S:30](=[O:31])(=[O:32])[c:33]1[cH:34][cH:35][c:36]([F:39])[cH:37][cH:38]1)[OH:45]. Reactants: C(C)(=O)OCC=1CS[C@H]2N(C1C(=O)OC(C1=CC=CC=C1)C1=CC=CC=C1)C(C2NC=2NC=C(N2)CC2=CC=CC=C2)=O (diphenylmethyl 3-acetoxymethyl-7-(4-benzylimidazol-2-yl)aminoceph-3-em-4-carboxylate), C(=O)(C(F)(F)F)O (TFA). Solvent: C1(=CC=CC=C1)OC (anisole). Conditions: time 30 minute. Product: FC(C(=O)O)(F)F.C(C1=CC=CC=C1)C=1N=C(NC1)NC1[C@@H]2N(C(=CCS2)C(=O)O)C1=O (7-(4-benzylimidazol-2-yl)aminoceph-3-em-4-carboxylic acid trifluoroacetate). Reaction SMILES: C(OC[C:6]1[CH2:7][S:8][C@@H:9]2[CH:29]([NH:30][C:31]3[NH:32][CH:33]=[C:34]([CH2:36][C:37]4[CH:42]=[CH:41][CH:40]=[CH:39][CH:38]=4)[N:35]=3)[C:28](=[O:43])[N:10]2[C:11]=1[C:12]([O:14]C(C1C=CC=CC=1)C1C=CC=CC=1)=[O:13])(=O)C.[C:44]([OH:50])([C:46]([F:49])([F:48])[F:47])=[O:45]>C1(OC)C=CC=CC=1>[F:47][C:46]([F:49])([F:48])[C:44]([OH:50])=[O:45].[CH2:36]([C:34]1[N:35]=[C:31]([NH:30][CH:29]2[C:28](=[O:43])[N:10]3[C:11]([C:12]([OH:14])=[O:13])=[CH:6][CH2:7][S:8][C@H:9]23)[NH:32][CH:33]=1)[C:37]1[CH:38]=[CH:39][CH:40]=[CH:41][CH:42]=1 |f:3.4|. Reported procedure: A solution of diphenylmethyl 3-acetoxymethyl-7-(4-benzylimidazol-2-yl)aminoceph-3-em-4-carboxylate (106 mg.) in a mixture of anisole (0.7 ml.) and TFA (0.4 ml.) was stirred at ambient temperature for 30 minutes and then evaporated to dryness at 25°. The residue was dissolved in the minimum amount of methylene chloride and precipitated with hexane to give 7-(4-benzylimidazol-2-yl)aminoceph-3-em-4-carboxylic acid trifluoroacetate (61 mg.), m.p. 200°-220°, having the following n.m.r. spectrum in d6... The reactants are CC(=O)O, CCOC(=O)c1cn(C2CC2F)c2c(F)c(F)c(F)c(F)c2c1=O, O, O=S(=O)(O)O. Yields the product O=C(O)c1cn(C2CC2F)c2c(F)c(F)c(F)c(F)c2c1=O. RXN SMILES: [CH3:31][C:32](=[O:33])[OH:34].[F:1][c:2]1[c:3]2[c:4](=[O:24])[c:5]([C:19](=[O:20])[O:21][CH2:22][CH3:23])[cH:6][n:7]([CH:15]3[CH:16]([F:18])[CH2:17]3)[c:8]2[c:9]([F:14])[c:10]([F:13])[c:11]1[F:12].[OH2:25].[S:26](=[O:27])(=[O:28])([OH:29])[OH:30]>>[F:1][c:2]1[c:3]2[c:4](=[O:24])[c:5]([C:19](=[O:20])[OH:21])[cH:6][n:7]([CH:15]3[CH:16]([F:18])[CH2:17]3)[c:8]2[c:9]([F:14])[c:10]([F:13])[c:11]1[F:12]. The reactants are COC(=O)c1ccccc1Cn1c(=O)c2ccccc2n(CCCCN2CCC(OC(c3ccccc3)c3ccccc3)CC2)c1=O, COC(=O)c1ccccc1Cn1c(=O)c2ccccc2n(CCCCN2CCC(OC(c3ccccc3)c3ccccc3)CC2)c1=O, CO, Cl, Cl, [Na+], C1CCOC1, [OH-]. Yields the product Cl, O=C(O)c1ccccc1Cn1c(=O)c2ccccc2n(CCCCN2CCC(OC(c3ccccc3)c3ccccc3)CC2)c1=O. Reaction SMILES: [CH3:1][O:2][C:3](=[O:4])[c:5]1[c:6]([CH2:11][n:12]2[c:13](=[O:47])[n:14]([CH2:23][CH2:24][CH2:25][CH2:26][N:27]3[CH2:28][CH2:29][CH:30]([O:33][CH:34]([c:35]4[cH:36][cH:37][cH:38][cH:39][cH:40]4)[c:41]4[cH:42][cH:43][cH:44][cH:45][cH:46]4)[CH2:31][CH2:32]3)[c:15]3[cH:16][cH:17][cH:18][cH:19][c:20]3[c:21]2=[O:22])[cH:7][cH:8][cH:9][cH:10]1.[CH3:49][O:50][C:51]([c:52]1[cH:53][cH:54][cH:55][cH:56][c:57]1[CH2:58][n:59]1[c:60](=[O:61])[c:62]2[c:63]([cH:64][cH:65][cH:66][cH:67]2)[n:68]([CH2:69][CH2:70][CH2:71][CH2:72][N:73]2[CH2:74][CH2:75][CH:76]([O:77][CH:78]([c:79]3[cH:80][cH:81][cH:82][cH:83][cH:84]3)[c:85]3[cH:86][cH:87][cH:88][cH:89][cH:90]3)[CH2:91][CH2:92]2)[c:93]1=[O:94])=[O:95].[CH3:99][OH:100].[ClH:48].[ClH:98].[Na+:97].[O:101]1[CH2:102][CH2:103][CH2:104][CH2:105]1.[OH-:96]>>[ClH:48].[O:2]=[C:3]([OH:4])[c:5]1[c:6]([CH2:11][n:12]2[c:13](=[O:47])[n:14]([CH2:23][CH2:24][CH2:25][CH2:26][N:27]3[CH2:28][CH2:29][CH:30]([O:33][CH:34]([c:35]4[cH:36][cH:37][cH:38][cH:39][cH:40]4)[c:41]4[cH:42][cH:43][cH:44][cH:45][cH:46]4)[CH2:31][CH2:32]3)[c:15]3[cH:16][cH:17][cH:18][cH:19][c:20]3[c:21]2=[O:22])[cH:7][cH:8][cH:9][cH:10]1.